This data is from the Open Reaction Database (ORD), a public repository of structured organic reaction records. The task is: describe an organic reaction: reactants, conditions, products, and yield Solvent: C(C)OC(=O)OC(=O)OCC (pyrocarbonic acid diethyl ester). Reactants: C(C)OC(=O)N1N=C2C=CC=C(C2=C1N)C(F)(F)F (3-amino-4-trifluoromethylindazole-2-carboxylic acid ethyl ester). Procedure: Analogously to Example 1, 0.06 mol of 3-amino-4-trifluoromethylindazole in 50 ml of pyrocarbonic acid diethyl ester gives 3-amino-4-trifluoromethylindazole-2-carboxylic acid ethyl ester (melting point: 100°-101° C; 85% of theory) in 10 minutes at 20° C. The product is NC1=NNC2=CC=CC(=C12)C(F)(F)F (3-amino-4-trifluoromethylindazole). As a reaction SMILES: C(OC([N:6]1[C:14]([NH2:15])=[C:13]2[C:8]([CH:9]=[CH:10][CH:11]=[C:12]2[C:16]([F:19])([F:18])[F:17])=[N:7]1)=O)C>C(OC(OC(OCC)=O)=O)C>[NH2:15][C:14]1[C:13]2[C:8](=[CH:9][CH:10]=[CH:11][C:12]=2[C:16]([F:18])([F:17])[F:19])[NH:7][N:6]=1. The reactants are FC(C(=O)O)(F)F.FC(C(=O)O)(F)F.FC(C(=O)O)(F)F.ClC=1C=NC=2NC=3C=NC=C(CCC4=C(C=CC(NC1N2)=C4)NC(CC4CCNCC4)=O)C3 (N-[6-chloro-2,4,8,18,22-pentaazatetracyclo[14.3.1.1(3,7).1(9,13)]docosa-1(20),3(22),4,6,9(21),10,12,16,18-nonaen-12-yl]-2-piperidin-4-ylacetamide tris(trifluoroacetate)), CC(C)S(=O)(=O)Cl (propane-2-sulfonyl chloride). The product is FC(C(=O)O)(F)F.FC(C(=O)O)(F)F.ClC=1C=NC=2NC=3C=NC=C(CCC4=C(C=CC(NC1N2)=C4)NC(CC4CCN(CC4)S(=O)(=O)C(C)C)=O)C3 (N-[6-Chloro-2,4,8,18,22-pentaazatetracyclo[14.3.1.1(3,7).1(9,13)]docosa-1(20),3(22),4,6,9(21),10,12,16,18-nonaen-12-yl]-2-[1-(isopropylsulfonyl)piperidin-4-yl]acetamide bis(trifluoroacetate)). Yield: 25.0%. Reaction SMILES: [F:1][C:2]([F:7])([F:6])[C:3]([OH:5])=[O:4].[F:8][C:9]([F:14])([F:13])[C:10]([OH:12])=[O:11].FC(F)(F)C(O)=O.[Cl:22][C:23]1[CH:24]=[N:25][C:26]2[NH:27][C:28]3[CH:29]=[N:30][CH:31]=[C:32]([CH:54]=3)[CH2:33][CH2:34][C:35]3[CH:43]=[C:39]([NH:40][C:41]=1[N:42]=2)[CH:38]=[CH:37][C:36]=3[NH:44][C:45](=[O:53])[CH2:46][CH:47]1[CH2:52][CH2:51][NH:50][CH2:49][CH2:48]1.[CH3:55][CH:56]([S:58](Cl)(=[O:60])=[O:59])[CH3:57]>>[F:1][C:2]([F:7])([F:6])[C:3]([OH:5])=[O:4].[F:8][C:9]([F:14])([F:13])[C:10]([OH:12])=[O:11].[Cl:22][C:23]1[CH:24]=[N:25][C:26]2[NH:27][C:28]3[CH:29]=[N:30][CH:31]=[C:32]([CH:54]=3)[CH2:33][CH2:34][C:35]3[CH:43]=[C:39]([NH:40][C:41]=1[N:42]=2)[CH:38]=[CH:37][C:36]=3[NH:44][C:45](=[O:53])[CH2:46][CH:47]1[CH2:52][CH2:51][N:50]([S:58]([CH:56]([CH3:57])[CH3:55])(=[O:60])=[O:59])[CH2:49][CH2:48]1 |f:0.1.2.3,5.6.7|. Procedure: The desired compound was prepared according to the procedure of Example A42, using N-[6-chloro-2,4,8,18,22-pentaazatetracyclo[14.3.1.1(3,7).1(9,13)]docosa-1(20),3(22),4,6,9(21),10,12,16,18-nonaen-12-yl]-2-piperidin-4-ylacetamide tris(trifluoroacetate) and propane-2-sulfonyl chloride as starting materials in 25% yield. LCMS for C27H33ClN7O3S (M+H)+: m/z=570.2.